Dataset: the Open Reaction Database (ORD), a public repository of structured organic reaction records. Task: describe an organic reaction: reactants, conditions, products, and yield Starting materials: COC1=CC=C(C=C1)CCC(=O)Cl (3-(4-Methoxyphenyl)propionyl chloride), N1C(=O)NC(=O)CC1=O (barbituric Acid), Cl (hydrochloric acid). Solvent: N1=CC=CC=C1 (pyridine). Run at time 18 hour. Product: COC1=CC=C(C=C1)CCC(=O)C1C(NC(NC1=O)=O)=O (5-[3-(4-Methoxyphenyl)propionyl]barbituric Acid). Yield: 84.1%. Reaction SMILES: [NH:1]1[C:8](=[O:9])[CH2:7][C:5](=[O:6])[NH:4][C:2]1=[O:3].[CH3:10][O:11][C:12]1[CH:17]=[CH:16][C:15]([CH2:18][CH2:19][C:20](Cl)=[O:21])=[CH:14][CH:13]=1.Cl>N1C=CC=CC=1>[CH3:10][O:11][C:12]1[CH:17]=[CH:16][C:15]([CH2:18][CH2:19][C:20]([CH:7]2[C:5](=[O:6])[NH:4][C:2](=[O:3])[NH:1][C:8]2=[O:9])=[O:21])=[CH:14][CH:13]=1. Procedure details: To a suspension of barbituric Acid (6.4 g) in 48 ml of pyridine are added dropwise 11 g of 3-(4-Methoxyphenyl)propionyl chloride and the mixture is stirred at room temperature for 18 hours. The reaction mixture is then poured into ice and acidified to pH=1 by adding 6 N hydrochloric acid. A solid precipitates, which is filtered and resuspended in methanol. The suspension is kept under stirring for 15 minutes, then the solid is recovered by filtration to give 12.2 g of the product m.p. 248-250° C... Starting materials: CC(=O)O[BH-](OC(C)=O)OC(C)=O, CCCCN, CC(=O)O, ClCCCl, [Na+], [Na+], CCCC(=O)Cc1ccc2c(c1)OCO2, [OH-], O. Product: CCCCNC(CCC)Cc1ccc2c(c1)OCO2. As a reaction SMILES: [C:21]([O:22][BH-:23]([O:24][C:25](=[O:26])[CH3:27])[O:28][C:29](=[O:30])[CH3:31])(=[O:32])[CH3:33].[CH2:16]([CH2:17][CH2:18][CH3:19])[NH2:20].[CH3:35][C:36](=[O:37])[OH:38].[Cl:41][CH2:42][CH2:43][Cl:44].[Na+:34].[Na+:40].[O:1]1[CH2:2][O:3][c:4]2[c:5]1[cH:6][cH:7][c:8]([CH2:10][C:11]([CH2:12][CH2:13][CH3:14])=[O:15])[cH:9]2.[OH-:39].[OH2:45]>>[O:1]1[CH2:2][O:3][c:4]2[c:5]1[cH:6][cH:7][c:8]([CH2:10][CH:11]([CH2:12][CH2:13][CH3:14])[NH:20][CH2:16][CH2:17][CH2:18][CH3:19])[cH:9]2. Starting materials: C(C)(C)(C)OC(=O)[C@@H](C\C=C\C1=CC=CC=C1)[C@H](C(=O)NN1C(N(C(C1=O)=O)CC1=CC=CC=C1)=O)CC(C)C ((E)-2(R)-[1(S)-(tert-butoxycarbonyl)-4-phenyl-3-butenyl]-N-(3-benzyl-2,4,5-trioxo-1-imidazolidinyl]-4-methylvaleramide), C(C1=CC=CC=C1)ON (O-benzylhydroxylamine), O1C(CCCC1)ON (O-(tetrahydro-2H-pyran-2(RS)-yl)hydroxylamine). Product: C(C1=CC=CC=C1)ONC(=O)[C@@H](C\C=C\C1=CC=CC=C1)[C@H](C(=O)NN1C(N(C(C1=O)=O)CC1=CC=CC=C1)=O)CC(C)C ((E)-2(R)-[1(S)-(benzyloxycarbamoyl)-4-phenyl-3-butenyl]-N-(3-benzyl-2,4,5-trioxo-1-imidazolidinyl]-4-methylvaleramide). RXN SMILES: C([O:5][C:6]([C@H:8]([C@@H:18]([CH2:37][CH:38]([CH3:40])[CH3:39])[C:19]([NH:21][N:22]1[C:26](=[O:27])[C:25](=[O:28])[N:24]([CH2:29][C:30]2[CH:35]=[CH:34][CH:33]=[CH:32][CH:31]=2)[C:23]1=[O:36])=[O:20])[CH2:9]/[CH:10]=[CH:11]/[C:12]1[CH:17]=[CH:16][CH:15]=[CH:14][CH:13]=1)=O)(C)(C)C.[CH2:41]([O:48][NH2:49])[C:42]1[CH:47]=[CH:46][CH:45]=[CH:44][CH:43]=1.O1CCCCC1ON>>[CH2:41]([O:48][NH:49][C:6]([C@H:8]([C@@H:18]([CH2:37][CH:38]([CH3:40])[CH3:39])[C:19]([NH:21][N:22]1[C:26](=[O:27])[C:25](=[O:28])[N:24]([CH2:29][C:30]2[CH:31]=[CH:32][CH:33]=[CH:34][CH:35]=2)[C:23]1=[O:36])=[O:20])[CH2:9]/[CH:10]=[CH:11]/[C:12]1[CH:13]=[CH:14][CH:15]=[CH:16][CH:17]=1)=[O:5])[C:42]1[CH:47]=[CH:46][CH:45]=[CH:44][CH:43]=1. Reported procedure: In an analogous manner to that described in Example 1, parts (vi)-(viii), but using (E)-2(R)-[1(S)-(tert-butoxycarbonyl)-4-phenyl-3-butenyl]-N-(3-benzyl-2,4,5-trioxo-1-imidazolidinyl]-4-methylvaleramide and O-benzylhydroxylamine in place of (E)-2(R)-[1(S)-(tert-butoxycarbonyl)-4-phenyl-3-butenyl]-2′-glycinyl-4-methylvalerohydrazide and O-(tetrahydro-2H-pyran-2(RS)-yl)hydroxylamine respectively there was obtained (E)-2(R)-[1(S)-(benzyloxycarbamoyl)-4-phenyl-3-butenyl]-N-(3-benzyl-2,4,5-trioxo-1-i... Starting materials: COC([C@@H](N)CCCCNC(=O)OC(C)(C)C)=O (Nε-t-butyloxycarbonyl-L-lysine methyl ester), CN=C=S (methyl isothiocyanate). The product is C(C)(C)(C)OC(=O)NCCCCC1C(N(C(N1)=S)C)=O (5-(4-tert-Butyloxycarbonylaminobutyl)-3-methyl-2-thiohydantoin). Reported procedure: Using an analogous procedure to Example 1 Nε-t-butyloxycarbonyl-L-lysine methyl ester may be reacted with methyl isothiocyanate to give the title compound. As a reaction SMILES: CO[C:3](=[O:18])[C@H:4]([CH2:6][CH2:7][CH2:8][CH2:9][NH:10][C:11]([O:13][C:14]([CH3:17])([CH3:16])[CH3:15])=[O:12])[NH2:5].[CH3:19][N:20]=[C:21]=[S:22]>>[C:14]([O:13][C:11]([NH:10][CH2:9][CH2:8][CH2:7][CH2:6][CH:4]1[NH:5][C:21](=[S:22])[N:20]([CH3:19])[C:3]1=[O:18])=[O:12])([CH3:15])([CH3:16])[CH3:17].